This data is from the Open Reaction Database (ORD), a public repository of structured organic reaction records. The task is: describe an organic reaction: reactants, conditions, products, and yield The reactants are CO/N=C(/C1=CSC(=N1)N)\C(=O)N[C@H]2[C@@H]3N(C2=O)C(=C(CS3)CSC(=O)C4=CC=CO4)C(=O)[O-].[Na+] (Ceftiofur sodium), C1(C=CC(N1C1=CC=C(C=C1)CCCC(=O)ON1C(C(CC1=O)S(=O)(=O)O)=O)=O)=O (sulfosuccinimidyl 4-(p-maleimidophenyl)-butyrate). Solvent: CN(C=O)C (DMF). Conditions: time 12.5 minute. The product is CO/N=C(/C1=CSC(=N1)N)\C(=O)N[C@H]2[C@@H]3N(C2=O)C(=C(CS3)CSC(=O)C4=CC=CO4)C(=O)O.C1CC(=O)N(C1=O)OC(=O)CCCC2=CC=C(C=C2)N3C(=O)C=CC3=O (Ceftiofur SMPB). As a reaction SMILES: [CH3:1][O:2]/[N:3]=[C:4](\[C:11]([NH:13][C@@H:14]1[C:17](=[O:18])[N:16]2[C:19]([C:32]([O-:34])=[O:33])=[C:20]([CH2:23][S:24][C:25]([C:27]3[O:31][CH:30]=[CH:29][CH:28]=3)=[O:26])[CH2:21][S:22][C@H:15]12)=[O:12])/[C:5]1[N:9]=[C:8]([NH2:10])[S:7][CH:6]=1.[Na+].[C:36]1(=[O:65])[N:40]([C:41]2[CH:46]=[CH:45][C:44]([CH2:47][CH2:48][CH2:49][C:50]([O:52][N:53]3[C:57](=[O:58])[CH2:56][CH:55](S(O)(=O)=O)[C:54]3=[O:63])=[O:51])=[CH:43][CH:42]=2)[C:39](=[O:64])[CH:38]=[CH:37]1>CN(C)C=O>[CH3:1][O:2]/[N:3]=[C:4](\[C:11]([NH:13][C@@H:14]1[C:17](=[O:18])[N:16]2[C:19]([C:32]([OH:34])=[O:33])=[C:20]([CH2:23][S:24][C:25]([C:27]3[O:31][CH:30]=[CH:29][CH:28]=3)=[O:26])[CH2:21][S:22][C@H:15]12)=[O:12])/[C:5]1[N:9]=[C:8]([NH2:10])[S:7][CH:6]=1.[CH2:56]1[C:57](=[O:58])[N:53]([O:52][C:50]([CH2:49][CH2:48][CH2:47][C:44]2[CH:45]=[CH:46][C:41]([N:40]3[C:39](=[O:64])[CH:38]=[CH:37][C:36]3=[O:65])=[CH:42][CH:43]=2)=[O:51])[C:54](=[O:63])[CH2:55]1 |f:0.1,4.5|. Procedure: Ceftiofur sodium (82 mg)(The Upjohn Co., Kalamazoo, Mich.) was dissolved in 500 μL PBS-A, and 10 mg sulfosuccinimidyl 4-(p-maleimidophenyl)-butyrate (s-SMPB)(Pierce, Rockford, Ill.) in 20 μL DMF was added. The resulting mixture was stirred for 10-15 min, added dropwise to 30 mg BSA-SH (1.5 mL of a 20 mg/mL stock solution), stirred overnight at ambient temperature, and then dialyzed exhaustively against PBS-A. Similarly, 52 mg ceftiofur sodium in PBS-A and 5 mg s-SMPB in 20 μL N,N-dimethylformami... The reactants are resultant mixture, C(C1=CC=CC=C1)OC1=CC=C(C=C1)SC1=C(C=C(C=C1)[N+](=O)[O-])NC=1C2=C(N=CN1)N=C(C=C2)C ([2-(4-Benzyloxy-phenylsulfanyl)-5-nitro-phenyl]-(7-methyl-pyrido[2,3-d]pyrimidin-4-yl)-amine), [Cl-].[NH4+] (ammonium chloride), O1CCCC1 (tetrahydrofuran), O (water). The reagents and catalysts are [Fe] (iron). Solvent: CO (methanol), CO (methanol). Product: C(C1=CC=CC=C1)OC1=CC=C(C=C1)SC1=C(C=C(C=C1)N)NC=1C2=C(N=CN1)N=C(C=C2)C (4-(4-Benzyloxy-phenylsulfanyl)-N3-(7-methyl-pyrido[2,3-d]pyrimidin-4-yl)-benzene-1,3-diamine). The yield is 42.5%. RXN SMILES: [CH2:1]([O:8][C:9]1[CH:14]=[CH:13][C:12]([S:15][C:16]2[CH:21]=[CH:20][C:19]([N+:22]([O-])=O)=[CH:18][C:17]=2[NH:25][C:26]2[C:27]3[CH:35]=[CH:34][C:33]([CH3:36])=[N:32][C:28]=3[N:29]=[CH:30][N:31]=2)=[CH:11][CH:10]=1)[C:2]1[CH:7]=[CH:6][CH:5]=[CH:4][CH:3]=1.[Cl-].[NH4+].O1CCCC1.O>CO.[Fe]>[CH2:1]([O:8][C:9]1[CH:10]=[CH:11][C:12]([S:15][C:16]2[CH:21]=[CH:20][C:19]([NH2:22])=[CH:18][C:17]=2[NH:25][C:26]2[C:27]3[CH:35]=[CH:34][C:33]([CH3:36])=[N:32][C:28]=3[N:29]=[CH:30][N:31]=2)=[CH:13][CH:14]=1)[C:2]1[CH:3]=[CH:4][CH:5]=[CH:6][CH:7]=1 |f:1.2|. Procedure: A solution of the product from Example 85C (0.150 g, 0.303 mmole), iron powder (0.10 g, 1.86 mmol) and ammonium chloride (0.10 g, 1.98 mmol) in a methanol (2 mL), tetrahydrofuran (2 mL), and water (1 mL) solution was heated to reflux for 1.5 hours. The resultant mixture was diluted with methanol (50 mL) and filtered through a pad of celite. The filtrate was concentrated under vacuum to a volume of 10 mL, the solution diluted with water (50 mL) and extracted with ethyl acetate (2×50 mL). The comb... The reactants are O=C(OCc1ccccc1)N(CCO)c1ccccc1, CC#N, [O-][I+3]([O-])([O-])O, O. Yields the product O=C(O)CN(C(=O)OCc1ccccc1)c1ccccc1. RXN SMILES: [C:1](=[O:2])([O:3][CH2:4][c:5]1[cH:6][cH:7][cH:8][cH:9][cH:10]1)[N:11]([CH2:12][CH2:13][OH:14])[c:15]1[cH:16][cH:17][cH:18][cH:19][cH:20]1.[CH3:21][C:22]#[N:23].[I+3:24]([O-:25])([OH:26])([O-:27])[O-:28].[OH2:29]>>[C:1](=[O:2])([O:3][CH2:4][c:5]1[cH:6][cH:7][cH:8][cH:9][cH:10]1)[N:11]([CH2:12][C:13](=[O:14])[OH:25])[c:15]1[cH:16][cH:17][cH:18][cH:19][cH:20]1.